This data is from the Open Reaction Database (ORD), a public repository of structured organic reaction records. The task is: describe an organic reaction: reactants, conditions, products, and yield The reactants are C1(=CC=CC=C1)C(NCCSC(=O)OC1=CC=C(C=C1)[N+](=O)[O-])(C1=CC=CC=C1)C1=CC=CC=C1 (N-triphenylmethyl-2-paranitrophenoxycarbonylthioethylamine), C(C(C)C)N (isobutylamine). The product is C(C(C)C)NC(=O)SCCN (2-isobutylaminocarbonylthioethylamine). As a reaction SMILES: C1(C(C2C=CC=CC=2)(C2C=CC=CC=2)[NH:8][CH2:9][CH2:10][S:11][C:12]([O:14]C2C=CC([N+]([O-])=O)=CC=2)=O)C=CC=CC=1.[CH2:36]([NH2:40])[CH:37]([CH3:39])[CH3:38]>>[CH2:36]([NH:40][C:12]([S:11][CH2:10][CH2:9][NH2:8])=[O:14])[CH:37]([CH3:39])[CH3:38]. Procedure details: N-triphenylmethyl-2-paranitrophenoxycarbonylthioethylamine (300 mg) and isobutylamine (185 μl) were subjected to similar reactions to those described in References 2 and 4 to give 2-isobutylaminocarbonylthioethylamine (crude formate: 256 mg) which was then dissolved in anhydrous methanol (5 ml). Triethylamine (376 μl) and mitomycin A (151 mg: 0.8 molar equivalent) were added to the solution. The reaction solution was treated in a similar manner to that described in Example 1 to obtain Compound 2... The reactants are C(C1=CC=CC=C1)N([C@@H](CC(=O)OC(C)(C)C)CCCC)[C@H](C)C1=CC=CC=C1 (tert-butyl (3R)-3-{benzyl[(1R)-1-phenylethyl]amino}heptanoate). Reagents/catalysts: [C].[Pd] (palladium-carbon). Solvent: CO (methanol). Reaction conditions: time 8 hour. The product is N[C@@H](CC(=O)OC(C)(C)C)CCCC (tert-butyl (3R)-3-aminoheptanoate). Yield: 78.6%. As a reaction SMILES: C([N:8]([C@@H](C1C=CC=CC=1)C)[C@H:9]([CH2:18][CH2:19][CH2:20][CH3:21])[CH2:10][C:11]([O:13][C:14]([CH3:17])([CH3:16])[CH3:15])=[O:12])C1C=CC=CC=1>CO.[C].[Pd]>[NH2:8][C@H:9]([CH2:18][CH2:19][CH2:20][CH3:21])[CH2:10][C:11]([O:13][C:14]([CH3:15])([CH3:16])[CH3:17])=[O:12] |f:2.3|. Procedure: To a solution of 1.15 g of tert-butyl (3R)-3-{benzyl[(1R)-1-phenylethyl]amino}heptanoate in 30 ml of methanol was added 450 mg of 10% palladium-carbon, followed by stirring overnight under a hydrogen atmosphere at 4 atm. The reaction mixture was filtered over Celite and the solvent was then evaporated under reduced pressure. The obtained residue was purified by silica gel column chromatography to obtain 460 mg of tert-butyl (3R)-3-aminoheptanoate.